Task: describe an organic reaction: reactants, conditions, products, and yield. Dataset: the Open Reaction Database (ORD), a public repository of structured organic reaction records Starting materials: CCOC(C)=O, CC(C)c1c(CO)[nH]c2ccccc12. Yields the product CC(C)c1c(C=O)[nH]c2ccccc12. Reaction SMILES: [CH3:15][CH2:16][O:17][C:18](=[O:19])[CH3:20].[CH:1]([CH3:2])([CH3:3])[c:4]1[c:5]([CH2:13][OH:14])[nH:6][c:7]2[cH:8][cH:9][cH:10][cH:11][c:12]12>>[CH:1]([CH3:2])([CH3:3])[c:4]1[c:5]([CH:13]=[O:14])[nH:6][c:7]2[cH:8][cH:9][cH:10][cH:11][c:12]12. Reactants: CCO, CCOC(=O)CC(=O)CCl, Cl, [H-], [N-]=[N+]=NCCO, [Na+], C1CCOC1, O. Product: CCOC(=O)CC(=O)COCCN=[N+]=[N-]. Reaction SMILES: [CH3:25][CH2:26][OH:27].[Cl:9][CH2:10][C:11]([CH2:12][C:13](=[O:14])[O:15][CH2:16][CH3:17])=[O:18].[ClH:19].[H-:7].[N:1](=[N+:2]=[N-:3])[CH2:4][CH2:5][OH:6].[Na+:8].[O:20]1[CH2:21][CH2:22][CH2:23][CH2:24]1.[OH2:28]>>[N:1](=[N+:2]=[N-:3])[CH2:4][CH2:5][O:6][CH2:10][C:11]([CH2:12][C:13](=[O:14])[O:15][CH2:16][CH3:17])=[O:18]. RXN SMILES: [CH2:1]([CH2:2][CH2:3][CH2:4][CH2:5][CH2:6][CH2:7][CH2:8][CH2:9][CH2:10][CH:11]=[CH:12][CH2:13][CH3:14])[O:15][c:16]1[cH:17][cH:18][c:19]([C:21](=[O:22])[OH:23])[o:20]1.[CH3:28][C:29](=[O:30])[OH:31].[Cl-:26].[Li:24][CH3:25].[NH4+:27]>>[CH2:1]([CH2:2][CH2:3][CH2:4][CH2:5][CH2:6][CH2:7][CH2:8][CH2:9][CH2:10][CH:11]=[CH:12][CH2:13][CH3:14])[O:15][c:16]1[cH:17][cH:18][c:19]([C:21](=[O:23])[CH3:25])[o:20]1. Yields the product CCC=CCCCCCCCCCCOc1ccc(C(C)=O)o1. Starting materials: CCC=CCCCCCCCCCCOc1ccc(C(=O)O)o1, CC(=O)O, [Cl-], [Li]C, [NH4+]. Starting materials: CC(C)(C)OC(NCCC(C=1SC=CN1)=O)=O ([3-oxo-3-(2-thiazolyl)propyl]carbamic acid 1,1-dimethylethyl ester), CO (Methanol), (R)-3-methyl-CBS-oxazaborolidine, B.O1CCCC1 (borane tetrahydrofuran), C(C)(=O)OCC (ethyl acetate). The solvent is O1CCCC1 (tetrahydrofuran), O1CCCC1 (tetrahydrofuran), CCCC(C)C (isohexane). Conditions: temperature -10 celsius, time 15 minute. The product is CC(C)(C)OC(NCC[C@@H](C=1SC=CN1)O)=O ([(3S)-3-Hydroxy-3-(2-thiazolyl)propyl]carbamic acid 1,1-dimethylethyl ester). The yield is 66.6%. As a reaction SMILES: B.O1CCCC1.[CH3:7][C:8]([O:11][C:12](=[O:23])[NH:13][CH2:14][CH2:15][C:16](=[O:22])[C:17]1[S:18][CH:19]=[CH:20][N:21]=1)([CH3:10])[CH3:9].CO.C(OCC)(=O)C>O1CCCC1.CCCC(C)C>[CH3:10][C:8]([O:11][C:12](=[O:23])[NH:13][CH2:14][CH2:15][C@H:16]([OH:22])[C:17]1[S:18][CH:19]=[CH:20][N:21]=1)([CH3:7])[CH3:9] |f:0.1|. Procedure: To a solution of (R)-3-methyl-CBS-oxazaborolidine (1M solution in toluene, 0.43 ml) in dry tetrahydrofuran (30 ml) at −10° C. under nitrogen, was added borane-tetrahydrofuran complex (1M in tetrahydrofuran, 2.58 ml) and the mixture was stirred at −10° C. for 15 minutes. A solution of [3-oxo-3-(2-thiazolyl)propyl]carbamic acid 1,1-dimethylethyl ester (1.1 g, 4.3 mmol) in dry tetrahydrofuran (20 ml) was added dropwise over 45 minutes and the resulting mixture was allowed to warm up to room tempera... Starting materials: N1(C=NC=2C=NC=3C=CC=CC3C21)C(CO)CC (2-(1H-imidazo[4,5-c]quinolin-1-yl)-1-butanol), BrC1=C(C=CC(=C1)C#N)C (bromo-p-tolunitrile), [OH-].[Na+] (sodium hydroxide). The reagents and catalysts are [Cl-].C(C1=CC=CC=C1)[N+](C)(C)C (benzyltrimethylammonium chloride). Run in ClCCl (dichloromethane), ClCCl (dichloromethane), O (water). Product: N1(C=NC=2C=NC=3C=CC=CC3C21)C(COCC2=CC=C(C#N)C=C2)CC (4-{[2-(1H-imidazo[4,5-c]quinolin-1-yl)butoxy]methyl}benzonitrile). Yield: 60.2%. As a reaction SMILES: [N:1]1([CH:14]([CH2:17][CH3:18])[CH2:15][OH:16])[C:13]2[C:12]3[CH:11]=[CH:10][CH:9]=[CH:8][C:7]=3[N:6]=[CH:5][C:4]=2[N:3]=[CH:2]1.Br[C:20]1[CH:25]=[C:24]([C:26]#[N:27])[CH:23]=[CH:22][C:21]=1[CH3:28].[OH-].[Na+]>[Cl-].C([N+](C)(C)C)C1C=CC=CC=1.ClCCl.O>[N:1]1([CH:14]([CH2:17][CH3:18])[CH2:15][O:16][CH2:28][C:21]2[CH:20]=[CH:25][C:24]([C:26]#[N:27])=[CH:23][CH:22]=2)[C:13]2[C:12]3[CH:11]=[CH:10][CH:9]=[CH:8][C:7]=3[N:6]=[CH:5][C:4]=2[N:3]=[CH:2]1 |f:2.3,4.5|. Procedure details: 2-(1H-imidazo[4,5-c]quinolin-1-yl)-1-butanol (3.0 g, 12.4 mmol) was added to a stirring mixture of cc-bromo-p-tolunitrile (3.0 g, 15.3 mmol), sodium hydroxide (40 ml, 50%), dichloromethane (40 ml), and benzyltrimethylammonium chloride (0.02 g, 0.11 mmol). The reaction was maintained for 72 hours and then diluted with dichloromethane (100 ml) and water (100 ml). The phases were separated and the aqueous phase was extracted with additional dichloromethane (100 ml). The organic fractions were combi... Reactants: NC(=O)c1cc(Br)cc2c(CC3CCS(=O)(=O)CC3)c[nH]c12, O=C([O-])[O-], C1COCCO1, [K+], [K+], O, OB(O)c1ccoc1. The product is NC(=O)c1cc(-c2ccoc2)cc2c(CC3CCS(=O)(=O)CC3)c[nH]c12. As a reaction SMILES: [Br:1][c:2]1[cH:3][c:4]2[c:5]([CH2:14][CH:15]3[CH2:16][CH2:17][S:18](=[O:21])(=[O:22])[CH2:19][CH2:20]3)[cH:6][nH:7][c:8]2[c:9]([C:11](=[O:12])[NH2:13])[cH:10]1.[C:31](=[O:32])([O-:33])[O-:34].[CH2:37]1[O:38][CH2:39][CH2:40][O:41][CH2:42]1.[K+:35].[K+:36].[OH2:43].[o:23]1[cH:24][c:25]([B:28]([OH:29])[OH:30])[cH:26][cH:27]1>>[c:2]1(-[c:25]2[cH:24][o:23][cH:27][cH:26]2)[cH:3][c:4]2[c:5]([CH2:14][CH:15]3[CH2:16][CH2:17][S:18](=[O:21])(=[O:22])[CH2:19][CH2:20]3)[cH:6][nH:7][c:8]2[c:9]([C:11](=[O:12])[NH2:13])[cH:10]1. RXN SMILES: [C:15](=[O:16])([O-:17])[O-:18].[H-:23].[I:21][CH3:22].[K+:19].[K+:20].[N+:1](=[O:2])([O-:3])[c:4]1[cH:5][c:6]2[c:7]([cH:13][cH:14]1)[NH:8][CH2:9][CH2:10][CH2:11][CH2:12]2.[Na+:24].[O:25]=[CH:26][N:27]([CH3:28])[CH3:29]>>[N+:1](=[O:2])([O-:3])[c:4]1[cH:5][c:6]2[c:7]([cH:13][cH:14]1)[N:8]([CH3:15])[CH2:9][CH2:10][CH2:11][CH2:12]2. Reactants: O=C([O-])[O-], [H-], CI, [K+], [K+], O=[N+]([O-])c1ccc2c(c1)CCCCN2, [Na+], CN(C)C=O. Yields the product CN1CCCCc2cc([N+](=O)[O-])ccc21. Starting materials: C(#N)C1=CC(=C(C=C1)C1C(=C(NC2=C(C=NC(=C12)OCC)C)C)C(=O)O)OC (4-(4-Cyano-2-methoxyphenyl)-5-ethoxy-2,8-dimethyl-1,4-dihydro-1,6-naphthyridine-3-carboxylic acid), N (ammonia), C(=O)(N1C=NC=C1)N1C=NC=C1 (1,1′-carbonyldiimidazole). Solvent: C(C)(=O)OCC (ethyl acetate), C(C)(=O)OCC (ethyl acetate). Conditions: time 8 hour. Yields the product C(#N)C1=CC(=C(C=C1)C1C(=C(NC2=C(C=NC(=C12)OCC)C)C)C(=O)N)OC (4-(4-Cyano-2-methoxyphenyl)-5-ethoxy-2,8-dimethyl-1,4-dihydro-1,6-naphthyridine-3-carboxamide). RXN SMILES: [C:1]([C:3]1[CH:8]=[CH:7][C:6]([CH:9]2[C:18]3[C:13](=[C:14]([CH3:22])[CH:15]=[N:16][C:17]=3[O:19][CH2:20][CH3:21])[NH:12][C:11]([CH3:23])=[C:10]2[C:24](O)=[O:25])=[C:5]([O:27][CH3:28])[CH:4]=1)#[N:2].C(N1C=CN=C1)([N:31]1C=CN=C1)=O.N>C(OCC)(=O)C>[C:1]([C:3]1[CH:8]=[CH:7][C:6]([CH:9]2[C:18]3[C:13](=[C:14]([CH3:22])[CH:15]=[N:16][C:17]=3[O:19][CH2:20][CH3:21])[NH:12][C:11]([CH3:23])=[C:10]2[C:24]([NH2:31])=[O:25])=[C:5]([O:27][CH3:28])[CH:4]=1)#[N:2]. Procedure: 1.46 g (3.84 mmol) of the compound from Example 30A are introduced into 50 ml of ethyl acetate and, after addition of 777 mg (4.79 mmol) of 1,1′-carbonyldiimidazole, stirred at room temperature overnight. A TLC check (silica gel; mobile phase: ethyl acetate) shows complete conversion. The volatile components are removed in a rotary evaporator, and the residue is taken up in 20 ml of DMF. Then 10.74 ml of ammonia (28% by weight solution in water, 76.8 mmol) are added, and the reaction mixture is ... The reactants are C(C)(C)(C)C1=C(C=CC(=C1)C)O (2-tert-butyl-4-methylphenol), C[Mg]Br (methylmagnesium bromide). Solvent: C(C)OCC (diethyl ether). Reaction conditions: temperature 25 celsius, time 5 minute. The product is C(C)(C)(C)C1=C(O[Mg]Br)C=CC(=C1)C (2-tert-butyl-4-methylphenoxymagnesium bromide). RXN SMILES: [C:1]([C:5]1[CH:10]=[C:9]([CH3:11])[CH:8]=[CH:7][C:6]=1[OH:12])([CH3:4])([CH3:3])[CH3:2].C[Mg:14][Br:15]>C(OCC)C>[C:1]([C:5]1[CH:10]=[C:9]([CH3:11])[CH:8]=[CH:7][C:6]=1[O:12][Mg:14][Br:15])([CH3:4])([CH3:3])[CH3:2]. Reported procedure: In an atmosphere of nitrogen, 16.42 g (100 mmol) of 2-tert-butyl-4-methylphenol was dissolved in 100 ml of diethyl ether and 33.3 ml of methylmagnesium bromide (100 mmol of diethyl ether solution) was added dropwise to this at 0° C. taking 5 minutes. After completion of the dropwise addition, the mixture was stirred at 25° C. for 10 minutes. After that, the diethyl ether was evaporated under vacuum, and 150 ml of toluene was added to obtain a toluene solution of 2-tert-butyl-4-methylphenoxymagne... Starting materials: O=C([O-])[O-], CCOC(C)=O, CCOC(=O)C1=Cc2cc(Cl)c(F)cc2OC1C(F)(F)F, Oc1ccc(Br)cc1Cl, [K+], [K+], CN(C)C=O. Product: CCOC(=O)C1=Cc2cc(Cl)c(Oc3ccc(Br)cc3Cl)cc2OC1C(F)(F)F. Reaction SMILES: [C:31](=[O:32])([O-:33])[O-:34].[CH3:42][CH2:43][O:44][C:45](=[O:46])[CH3:47].[Cl:1][c:2]1[cH:3][c:4]2[c:9]([cH:10][c:11]1[F:12])[O:8][CH:7]([C:13]([F:14])([F:15])[F:16])[C:6]([C:17](=[O:18])[O:19][CH2:20][CH3:21])=[CH:5]2.[Cl:22][c:23]1[c:24]([OH:30])[cH:25][cH:26][c:27]([Br:29])[cH:28]1.[K+:35].[K+:36].[O:37]=[CH:38][N:39]([CH3:40])[CH3:41]>>[Cl:1][c:2]1[cH:3][c:4]2[c:9]([cH:10][c:11]1[O:30][c:24]1[c:23]([Cl:22])[cH:28][c:27]([Br:29])[cH:26][cH:25]1)[O:8][CH:7]([C:13]([F:14])([F:15])[F:16])[C:6]([C:17](=[O:18])[O:19][CH2:20][CH3:21])=[CH:5]2.